The task is: describe an organic reaction: reactants, conditions, products, and yield. This data is from the Open Reaction Database (ORD), a public repository of structured organic reaction records. The reactants are C(=O)(O)[O-].[Na+] (NaHCO3), C(C)(C)(C)OC(=O)N(CCC1=CC=CC=C1)CC1=CC=C(OC2=NC=C(C(=O)O)C=C2)C=C1 (6-{4-[(tert-Butoxycarbonyl-phenethyl-amino)-methyl]-phenoxy}-nicotinic acid), C(CCl)Cl (EDC), C=1C=CC2=C(C1)N=NN2O (HOBt), CCN(C(C)C)C(C)C (Hunig's Base), Cl.CN (Methylamine Hydrochloride), C(CC(O)(C(=O)O)CC(=O)O)(=O)O (Citric acid). Run in Hexanes, C(Cl)Cl (CH2Cl2). Run at time 72 hour. Yields the product C(C)(C)(C)OC(N(CCC1=CC=CC=C1)CC1=CC=C(C=C1)OC1=NC=C(C=C1)C(NCC)=O)=O ([4-(5-Ethylcarbamoyl-pyridin-2-yloxy)-benzyl]-phenethyl-carbamic acid tert-butyl ester). Yield: 55.5%. Reaction SMILES: [C:1]([O:5][C:6]([N:8]([CH2:17][C:18]1[CH:33]=[CH:32][C:21]([O:22][C:23]2[CH:31]=[CH:30][C:26]([C:27]([OH:29])=O)=[CH:25][N:24]=2)=[CH:20][CH:19]=1)[CH2:9][CH2:10][C:11]1[CH:16]=[CH:15][CH:14]=[CH:13][CH:12]=1)=[O:7])([CH3:4])([CH3:3])[CH3:2].C(Cl)CCl.C1C=C[C:41]2N(O)N=[N:44][C:42]=2C=1.CCN(C(C)C)C(C)C.Cl.CN.C(O)(=O)CC(CC(O)=O)(C(O)=O)O.C([O-])(O)=O.[Na+]>C(Cl)Cl>[C:1]([O:5][C:6](=[O:7])[N:8]([CH2:17][C:18]1[CH:19]=[CH:20][C:21]([O:22][C:23]2[CH:31]=[CH:30][C:26]([C:27](=[O:29])[NH:44][CH2:42][CH3:41])=[CH:25][N:24]=2)=[CH:32][CH:33]=1)[CH2:9][CH2:10][C:11]1[CH:12]=[CH:13][CH:14]=[CH:15][CH:16]=1)([CH3:2])([CH3:4])[CH3:3] |f:4.5,7.8|. Procedure details: Combine 6-{4-[(tert-Butoxycarbonyl-phenethyl-amino)-methyl]-phenoxy}-nicotinic acid (0.097 g, 0.21 mmol), CH2Cl2 (5 mL), EDC (0.048 g, 0.25 mmol), HOBt (0.034 g, 0.25 mmol), Hunig's Base (92 uL, 0.53 mmol), and Methylamine Hydrochloride (0.014 g, 0.21 mmol) in a 7 mL reaction vial. After reactions shake for 72 hours, add 10% Citric acid, followed by 10% NaHCO3, and then add the organic mixture to a Celite column. Elute with CH2Cl2, concentrate, and flash chromatograph using 2:1 Ethyl acetate:Hex... Starting materials: Cl.Cl.NCCC1=CNC=N1 (Histamine dihydrochloride), [OH-].[K+] (KOH), BrC1=CC=C(C=O)C=C1 (4-bromobenzaldehyde). The solvent is O (water), CCO (EtOH). The product is BrC1=CC=C(C=C1)C1NCCC2=C1NC=N2 (4-(4-bromo-phenyl)-4,5,6,7-tetrahydro-3H-imidazo[4,5-c]pyridine). As a reaction SMILES: Cl.Cl.[NH2:3][CH2:4][CH2:5][C:6]1[N:10]=[CH:9][NH:8][CH:7]=1.[OH-].[K+].[Br:13][C:14]1[CH:21]=[CH:20][C:17]([CH:18]=O)=[CH:16][CH:15]=1>O.CCO>[Br:13][C:14]1[CH:21]=[CH:20][C:17]([CH:18]2[C:7]3[NH:8][CH:9]=[N:10][C:6]=3[CH2:5][CH2:4][NH:3]2)=[CH:16][CH:15]=1 |f:0.1.2,3.4|. Procedure details: Histamine dihydrochloride (3.68 g, 0.02 mole), KOH (3.36 g, 0.06 mole), and 4-bromobenzaldehyde were dissolved in water (250 mL) and 95% EtOH(100 mL). The reaction was heated for 24 h at reflux while being open to the atmosphere. The resulting white precipitate was filtered and dried under vacuum at 40° C. to give the title compound. Reactants: ICCC1=CC(=C(C=C1)OC)OC (1-(2-Iodoethyl)-3,4-dimethoxybenzene), C(C)(=O)NC1=CC=NC=C1 (4-acetamidopyridine). Isolated yield 67.7%. Yields the product [I-].COC=1C=C(C=CC1OC)CC[N+]1=CC=C(C=C1)NC(C)=O (1-[2-(3,4-Dimethoxyphenyl)ethyl]-4-acetamidopyridinium iodide). Run in C(C)O (ethanol). RXN SMILES: [I:1][CH2:2][CH2:3][C:4]1[CH:9]=[CH:8][C:7]([O:10][CH3:11])=[C:6]([O:12][CH3:13])[CH:5]=1.[C:14]([NH:17][C:18]1[CH:23]=[CH:22][N:21]=[CH:20][CH:19]=1)(=[O:16])[CH3:15]>C(O)C>[I-:1].[CH3:13][O:12][C:6]1[CH:5]=[C:4]([CH2:3][CH2:2][N+:21]2[CH:22]=[CH:23][C:18]([NH:17][C:14](=[O:16])[CH3:15])=[CH:19][CH:20]=2)[CH:9]=[CH:8][C:7]=1[O:10][CH3:11] |f:3.4|. Procedure: 1-(2-Iodoethyl)-3,4-dimethoxybenzene (29.3 g.) and 4-acetamidopyridine (14.0 g.) in absolute ethanol (100 ml.) were refluxed for 2.5 hours. The resulting crystalline material was collectd and recrystallised from ethanol to give the title compound (29.1 g.), m.p. 201°-202° C. (Found: C, 47.9; H, 4.9; N, 6.3; C17H21IN2O3 requires C, 47.7; H, 4.9; N, 6.5%). Starting materials: CC#N, O=C1Nc2ccccc2N(C(=O)Cl)c2ncccc21, C1CCN(CCCC2CCCNC2)CC1. The product is O=C1Nc2ccccc2N(C(=O)N2CCCC(CCCN3CCCCC3)C2)c2ncccc21. As a reaction SMILES: [CH3:35][C:36]#[N:37].[Cl:1][C:2](=[O:3])[N:4]1[c:5]2[c:6]([cH:16][cH:17][cH:18][n:19]2)[C:7](=[O:15])[NH:8][c:9]2[c:10]1[cH:11][cH:12][cH:13][cH:14]2.[N:20]1([CH2:26][CH2:27][CH2:28][CH:29]2[CH2:30][NH:31][CH2:32][CH2:33][CH2:34]2)[CH2:21][CH2:22][CH2:23][CH2:24][CH2:25]1>>[C:2](=[O:3])([N:4]1[c:5]2[c:6]([cH:16][cH:17][cH:18][n:19]2)[C:7](=[O:15])[NH:8][c:9]2[c:10]1[cH:11][cH:12][cH:13][cH:14]2)[N:31]1[CH2:30][CH:29]([CH2:28][CH2:27][CH2:26][N:20]2[CH2:21][CH2:22][CH2:23][CH2:24][CH2:25]2)[CH2:34][CH2:33][CH2:32]1. Reactants: COC(=O)[C@H]1[C@@]2(CC[C@@H]3C(O[C@@H](C[C@@]3([C@H]2C([C@H](C1)O)=O)C)C1=COC=C1)=O)C ((2S,4aS,6aR,7R,9S,10aS,10bR)-9-(hydroxy)-2-(3-furanyl)dodecahydro-6a,10b-dimethyl-4,10-dioxo-2H-naphtho[2,1-c]pyran-7-carboxylic acid methyl ester), C(C1=CC=CC=C1)(=O)O (benzoic acid). The product is COC(=O)[C@H]1[C@@]2(CC[C@H]3C(O[C@@H](C[C@@]3([C@H]2C([C@H](C1)OC(C1=CC=CC=C1)=O)=O)C)C1=COC=C1)=O)C ((2S,4aR,6aR,7R,9S,10aS,10bR)-9-(Benzoyloxy)-2-(3-furanyl)-dodecahydro-6a,10b-dimethyl-4,10-dioxo-2H-naphtho[2,1-c]pyran-7-carboxylic acid methyl ester). The yield is 75.0%. RXN SMILES: [CH3:1][O:2][C:3]([C@@H:5]1[CH2:18][C@H:17]([OH:19])[C:16](=[O:20])[C@H:15]2[C@@:6]1([CH3:28])[CH2:7][CH2:8][C@H:9]1[C@:14]2([CH3:21])[CH2:13][C@@H:12]([C:22]2[CH:26]=[CH:25][O:24][CH:23]=2)[O:11][C:10]1=[O:27])=[O:4].[C:29](O)(=[O:36])[C:30]1[CH:35]=[CH:34][CH:33]=[CH:32][CH:31]=1>>[CH3:1][O:2][C:3]([C@@H:5]1[CH2:18][C@H:17]([O:19][C:29](=[O:36])[C:30]2[CH:35]=[CH:34][CH:33]=[CH:32][CH:31]=2)[C:16](=[O:20])[C@H:15]2[C@@:6]1([CH3:28])[CH2:7][CH2:8][C@@H:9]1[C@:14]2([CH3:21])[CH2:13][C@@H:12]([C:22]2[CH:26]=[CH:25][O:24][CH:23]=2)[O:11][C:10]1=[O:27])=[O:4]. Procedure: Compound 35 was synthesized using a procedure similar to that described in Example 29 from 8a using benzoic acid to afford 0.19 g (75%) of 35 as a white crystalline solid, mp 223-225° C.; 1H NMR (CDCl3): δ 1.13 (3H, s); 1.40 (1H, dd, J=11.6, 13.1); 1.50 (3H, s); 1.64 (2H, m); 1.84 (1H, dd, J=2.9, 11.3); 2.10 (2H, m); 2.37 (1H, ddd, J=3.0, 4.2, 12.3); 2.45 (1H, m); 2.50 (1H, m); 2.62 (1H, s); 3.01 (1H, dd, J=4.4, 12.5); 3.73 (3H, s); 5.00 (1H, dd, J=3.0, 3.0); 5.52 (1H, dd, J=4.7, 11.4); 6.32 (1H... Starting materials: C1(=CC(=CC=C1)S(=O)(=O)[O-])S(=O)(=O)[O-].[Na+].[Na+] (disodium benzene-1,3-disulfonate), [N+](=O)([O-])[O-].[Na+] (sodium nitrate), S(O)(O)(=O)=O (sulfuric acid), 31. Run at temperature 65 celsius. The product is [N+](=O)([O-])C=1C=C(C=C(C1)S(=O)(=O)[O-])S(=O)(=O)[O-].[Na+].[Na+] (disodium 5-nitrobenzene-1,3-disulfonate). RXN SMILES: [C:1]1([S:11]([O-:14])(=[O:13])=[O:12])[CH:6]=[CH:5][CH:4]=[C:3]([S:7]([O-:10])(=[O:9])=[O:8])[CH:2]=1.[Na+:15].[Na+].S(=O)(=O)(O)O.[N+:22]([O-])([O-:24])=[O:23].[Na+]>>[N+:22]([C:5]1[CH:6]=[C:1]([S:11]([O-:14])(=[O:13])=[O:12])[CH:2]=[C:3]([S:7]([O-:10])(=[O:9])=[O:8])[CH:4]=1)([O-:24])=[O:23].[Na+:15].[Na+:15] |f:0.1.2,4.5,6.7.8|. Reported procedure: A mixture of 141 g. of disodium benzene-1,3-disulfonate in 450 ml. of concentrated sulfuric acid is stirred and heated to 65° C. During the course of 31/4 hours, 120 g. of sodium nitrate are added in portions while the mixture is stirred and maintained at 70° C. After addition is complete, the mixture is cooled to 5° C. and 900 g. of ice are added with stirring. The mixture is filtered overnight with vacuum. The cake is warmed on a steam bath in 250 ml. of hot water, filtered and washed with hot...